Dataset: the Open Reaction Database (ORD), a public repository of structured organic reaction records. Task: describe an organic reaction: reactants, conditions, products, and yield Reactants: [OH-].[Li+] (lithium hydroxide), Cl (hydrochloric acid), [H][H] (hydrogen), FC(C1=C(C=NN1C1=NC(=CC=C1)C1=C(C=CC=C1)OCC1=CC=C(C=C1)\C=C\C1=CC=C(C=C1)C(F)(F)F)C(=O)OCC)(F)F (Ethyl 5-(trifluoromethyl)-1-(6-{2-[(4-{(E)-2-[4-(trifluoromethyl)phenyl]vinyl}benzyl)oxy]phenyl}pyridin-2-yl)-1H-pyrazole-4-carboxylate), CCOC(=O)C (EtOAc). Reagents/catalysts: [Pt](=O)=O (platinum(IV) oxide). The solvent is O1CCOCC1 (1,4-dioxane), O1CCOCC1 (1,4-dioxane). Run at time 45 minute. Yields the product C(=O)(C(F)(F)F)O (TFA), FC(C1=C(C=NN1C1=NC(=CC=C1)C1=C(C=CC=C1)OCC1=CC=C(C=C1)CCC1=CC=C(C=C1)C(F)(F)F)C(=O)O)(F)F (5-(Trifluoromethyl)-1-(6-{2-[(4-{2-[4-(trifluoromethyl)phenyl]ethyl}benzyl)oxy]phenyl}pyridin-2-yl)-1H-pyrazole-4-carboxylic acid). Reaction SMILES: [F:1][C:2]([F:46])([F:45])[C:3]1[N:7]([C:8]2[CH:13]=[CH:12][CH:11]=[C:10]([C:14]3[CH:19]=[CH:18][CH:17]=[CH:16][C:15]=3[O:20][CH2:21][C:22]3[CH:27]=[CH:26][C:25](/[CH:28]=[CH:29]/[C:30]4[CH:35]=[CH:34][C:33]([C:36]([F:39])([F:38])[F:37])=[CH:32][CH:31]=4)=[CH:24][CH:23]=3)[N:9]=2)[N:6]=[CH:5][C:4]=1[C:40]([O:42]CC)=[O:41].[H][H].[OH-:49].[Li+].Cl.CC[O:54]C(C)=O>O1CCOCC1.[Pt](=O)=O>[C:3]([OH:54])([C:2]([F:46])([F:45])[F:1])=[O:49].[F:46][C:2]([F:1])([F:45])[C:3]1[N:7]([C:8]2[CH:13]=[CH:12][CH:11]=[C:10]([C:14]3[CH:19]=[CH:18][CH:17]=[CH:16][C:15]=3[O:20][CH2:21][C:22]3[CH:27]=[CH:26][C:25]([CH2:28][CH2:29][C:30]4[CH:35]=[CH:34][C:33]([C:36]([F:39])([F:37])[F:38])=[CH:32][CH:31]=4)=[CH:24][CH:23]=3)[N:9]=2)[N:6]=[CH:5][C:4]=1[C:40]([OH:42])=[O:41] |f:2.3|. Procedure: To a degassed solution of the title compound from Example 3 Step A (24.0 mg, 0.038 mmol) in EtOAc (2 mL) was added platinum(IV) oxide (8.0 mg). The reaction mixture was fitted with a hydrogen balloon attached to a 3-way adapter. The reaction flask was then evacuated and back-filled with hydrogen. After this process was repeated three times, the reaction mixture was placed under a hydrogen atmosphere and was stirred vigorously. After 45 min, the reaction mixture was filtered through Celite, rinsi...